This data is from the Open Reaction Database (ORD), a public repository of structured organic reaction records. The task is: describe an organic reaction: reactants, conditions, products, and yield The reactants are [N+](=O)([O-])C1=CC2=C(SC3=C(C(C2)=O)C=CC=C3)C=C1 (2-nitro-10-oxo-dibenzo[b,f]thiepine), C(C1=CC=2OCOC2C=C1)N1CCNCC1 (1-piperonylpiperazine), C([O-])(O)=O.[Na+] (sodium bicarbonate), 3.5h. Reagents/catalysts: [Ti](Cl)(Cl)(Cl)Cl (titanium tetrachloride). Solvent: C1(=CC=CC=C1)C (toluene). Product: [N+](=O)([O-])C1=CC2=C(SC3=C(C(=C2)N2CCN(CC2)CC2=CC=4OCOC4C=C2)C=CC=C3)C=C1 (2-nitro-10-(4-piperonyl-1-piperazinyl)dibenzo[b,f]thiepine). Yield: 17.0%. As a reaction SMILES: [N+:1]([C:4]1[CH:19]=[CH:18][C:7]2[S:8][C:9]3[CH:17]=[CH:16][CH:15]=[CH:14][C:10]=3[C:11](=O)[CH2:12][C:6]=2[CH:5]=1)([O-:3])=[O:2].[CH2:20]([N:30]1[CH2:35][CH2:34][NH:33][CH2:32][CH2:31]1)[C:21]1[CH:29]=[CH:28][C:27]2[O:26][CH2:25][O:24][C:23]=2[CH:22]=1.C(=O)(O)[O-].[Na+]>C1(C)C=CC=CC=1.[Ti](Cl)(Cl)(Cl)Cl>[N+:1]([C:4]1[CH:19]=[CH:18][C:7]2[S:8][C:9]3[CH:17]=[CH:16][CH:15]=[CH:14][C:10]=3[C:11]([N:33]3[CH2:34][CH2:35][N:30]([CH2:20][C:21]4[CH:29]=[CH:28][C:27]5[O:26][CH2:25][O:24][C:23]=5[CH:22]=4)[CH2:31][CH2:32]3)=[CH:12][C:6]=2[CH:5]=1)([O-:3])=[O:2] |f:2.3|. Reported procedure: To a stirred solution of 2-nitro-10-oxo-dibenzo[b,f]thiepine (0.54 g, 2.00 mmol) and 1-piperonylpiperazine (2.04 g, 9.26 mmol) in toluene (15 mL) was added titanium tetrachloride (0.24 mL, 2.2 mmol) at room temperature under argon. The resulted mixture was heated at reflux for 3.5h and then cooled down to room temperature. The whole mixture was poured into a saturated sodium bicarbonate solution (50 mL). After separation, the aqueous phase was extracted with dichloromethane (2×50 mL). The combin... Starting materials: B, C1CCOC1, CN(C)C(=O)COC1CCN(C(=O)OCc2ccccc2)CC1, CSC. Product: CN(C)CCOC1CCN(C(=O)OCc2ccccc2)CC1. As a reaction SMILES: [BH3:27].[CH2:28]1[O:29][CH2:30][CH2:31][CH2:32]1.[CH3:1][N:2]([C:3]([CH2:4][O:5][CH:6]1[CH2:7][CH2:8][N:9]([C:12](=[O:13])[O:14][CH2:15][c:16]2[cH:17][cH:18][cH:19][cH:20][cH:21]2)[CH2:10][CH2:11]1)=[O:22])[CH3:23].[CH3:24][S:25][CH3:26]>>[CH3:1][N:2]([CH2:3][CH2:4][O:5][CH:6]1[CH2:7][CH2:8][N:9]([C:12](=[O:13])[O:14][CH2:15][c:16]2[cH:17][cH:18][cH:19][cH:20][cH:21]2)[CH2:10][CH2:11]1)[CH3:23]. The reactants are COC(=O)c1cccc2nc(-c3cccc(CN(C)C)c3)oc12, CCO, [NH4+], O. The product is CN(C)Cc1cccc(-c2nc3cccc(C(N)=O)c3o2)c1. Reaction SMILES: [CH3:1][N:2]([CH3:3])[CH2:4][c:5]1[cH:6][c:7](-[c:11]2[o:12][c:13]3[c:14]([n:15]2)[cH:16][cH:17][cH:18][c:19]3[C:20]([O:22][CH3:21])=[O:23])[cH:8][cH:9][cH:10]1.[CH3:26][CH2:27][OH:28].[NH4+:25].[OH2:24]>>[CH3:1][N:2]([CH3:3])[CH2:4][c:5]1[cH:6][c:7](-[c:11]2[o:12][c:13]3[c:14]([n:15]2)[cH:16][cH:17][cH:18][c:19]3[C:20](=[O:22])[NH2:25])[cH:8][cH:9][cH:10]1. Run in C(Cl)Cl (DCM). Reported procedure: To a solution of (2R)-tert-butyl 2-(5-fluoro-2-((tetrahydrofuran-3-yl)oxy)phenyl)-4-hydroxypyrrolidine-1-carboxylate (18.0 g, 49 mmol) in DCM (150 mL) at −40° C. was added trichloroisocyanuric acid (12.5 g, 54 mmol) followed by 2,2,6,6-tetramethylpiperidino-1-oxy (TEMPO) (0.76 g, 4.9 mmol). After stirring 1 h at −40° C. to −10° C., the reaction mixture was poured into cold saturated aqueous NaHCO3 solution (200 ml), extracted with DCM (400 ml), combined extracts were washed with water and brine ... Starting materials: FC=1C=CC(=C(C1)[C@@H]1N(CC(C1)O)C(=O)OC(C)(C)C)OC1COCC1 ((2R)-tert-butyl 2-(5-fluoro-2-((tetrahydrofuran-3-yl)oxy)phenyl)-4-hydroxypyrrolidine-1-carboxylate), ClN1C(N(C(N(C1=O)Cl)=O)Cl)=O (trichloroisocyanuric acid), C(=O)(O)[O-].[Na+] (NaHCO3). The yield is 97.7%. Run at time 1 hour. Yields the product C(C)(C)(C)OC(=O)N1[C@H](CC(C1)=O)C1=C(C=CC(=C1)F)OC1COCC1 ((2R)-tert-butyl-2-(5-fluoro-2-((tetrahydrofuran-3-yl)oxy)phenyl)-4-oxopyrrolidine-1-carboxylate). RXN SMILES: [F:1][C:2]1[CH:3]=[CH:4][C:5]([O:21][CH:22]2[CH2:26][CH2:25][O:24][CH2:23]2)=[C:6]([C@H:8]2[CH2:12][CH:11]([OH:13])[CH2:10][N:9]2[C:14]([O:16][C:17]([CH3:20])([CH3:19])[CH3:18])=[O:15])[CH:7]=1.ClN1C(=O)N(Cl)C(=O)N(Cl)C1=O.C([O-])(O)=O.[Na+]>C(Cl)Cl>[C:17]([O:16][C:14]([N:9]1[CH2:10][C:11](=[O:13])[CH2:12][C@@H:8]1[C:6]1[CH:7]=[C:2]([F:1])[CH:3]=[CH:4][C:5]=1[O:21][CH:22]1[CH2:26][CH2:25][O:24][CH2:23]1)=[O:15])([CH3:20])([CH3:18])[CH3:19] |f:2.3|. Reaction SMILES: [F:1][C:2]1[CH:10]=[C:9]2[C:5]([CH2:6][CH2:7][C:8]2=O)=[CH:4][C:3]=1[N:12]1[CH2:17][CH2:16][O:15][CH2:14][CH2:13]1.[Cl-].[OH:19][NH3+:20].C([O-])(=O)C.[Na+].O>C(O)C.C(OCC)(=O)C>[F:1][C:2]1[CH:10]=[C:9]2[C:5]([CH2:6][CH2:7][C:8]2=[N:20][OH:19])=[CH:4][C:3]=1[N:12]1[CH2:17][CH2:16][O:15][CH2:14][CH2:13]1 |f:1.2,3.4|. Reactants: raw materials, FC1=C(C=C2CCC(C2=C1)=O)N1CCOCC1 (6-fluoro-5-morpholin-4-ylindan-1-one), [Cl-].O[NH3+] (hydroxylammonium chloride), C(C)(=O)[O-].[Na+] (sodium acetate), O (water). Yield: 102.5%. Reported procedure: A solution of 6-fluoro-5-morpholin-4-ylindan-1-one (200 mg), hydroxylammonium chloride (102 mg) and sodium acetate (241 mg) in ethanol (5.0 mL) was heated to reflux for 1 hour. After confirming that the raw materials disappeared, water and ethyl acetate were added to the reaction solution and the organic layer was partitioned. The resulting organic layer was washed with brine, dried over anhydrous magnesium sulfate, and then concentrated under reduced pressure to obtain 218 mg of 6-fluoro-5-morp... The product is FC1=C(C=C2CCC(C2=C1)=NO)N1CCOCC1 (6-fluoro-5-morpholin-4-ylindan-1-one oxime). Run in C(C)O (ethanol), C(C)(=O)OCC (ethyl acetate). Reactants: CC1=CC(=C(N)C=C1)C#C[Si](C)(C)C (4-Methyl-2-((trimethylsilyl)ethynyl)aniline), CO.CCOCC (MeOH Et2O), C(=O)([O-])[O-].[K+].[K+] (K2CO3). Solvent: O (water). Run at time 1 hour. Product: C(#C)C1=C(N)C=CC(=C1)C (2-Ethynyl-4-methylaniline). Reaction SMILES: [CH3:1][C:2]1[CH:8]=[CH:7][C:5]([NH2:6])=[C:4]([C:9]#[C:10][Si](C)(C)C)[CH:3]=1.CO.CCOCC.C([O-])([O-])=O.[K+].[K+]>O>[C:9]([C:4]1[CH:3]=[C:2]([CH3:1])[CH:8]=[CH:7][C:5]=1[NH2:6])#[CH:10] |f:1.2,3.4.5|. Procedure: To a stirred solution of 22 (11.32 g, 55.6 mmol) in 2:1 MeOH/Et2O (250 mL) was added K2CO3 (15.38 g, 111 mmol) at room temperature. After stirring for 1 h at this temperature, the reaction mixture was diluted with water and extracted with CH2Cl2. The organic layer was dried over MgSO4, filtered and concentrated under reduced pressure to give 23 as a light brown solid without the need for purification (6.79 g, 93%): 1H NMR (300 MHz, CDCl3) δ 7.14 (d, J=1.5 Hz, 1H), 6.96 (dd, J=8.2, 1.5 Hz, 1H), 6...